Dataset: the Open Reaction Database (ORD), a public repository of structured organic reaction records. Task: describe an organic reaction: reactants, conditions, products, and yield RXN SMILES: [CH2:36]([CH2:37][CH3:38])[S:39](=[O:40])(=[O:41])[OH:42].[CH:1]([CH3:2])([CH3:3])[O:4][C:5]([CH2:6][CH2:7][CH2:8][CH2:9][CH2:10][O:11][c:12]1[c:13]([NH2:33])[cH:14][c:15]2[c:16]([n:17](-[c:26]3[cH:27][cH:28][cH:29][cH:30][cH:31]3)[c:18](-[c:20]3[cH:21][cH:22][cH:23][cH:24][cH:25]3)[n:19]2)[cH:32]1)=[O:34].[Cl-:35]>>[CH:1]([CH3:2])([CH3:3])[O:4][C:5]([CH2:6][CH2:7][CH2:8][CH2:9][CH2:10][O:11][c:12]1[c:13]([NH:33][S:39]([CH2:36][CH2:37][CH3:38])(=[O:40])=[O:41])[cH:14][c:15]2[c:16]([n:17](-[c:26]3[cH:27][cH:28][cH:29][cH:30][cH:31]3)[c:18](-[c:20]3[cH:21][cH:22][cH:23][cH:24][cH:25]3)[n:19]2)[cH:32]1)=[O:34]. The product is CCCS(=O)(=O)Nc1cc2nc(-c3ccccc3)n(-c3ccccc3)c2cc1OCCCCCC(=O)OC(C)C. Starting materials: CCCS(=O)(=O)O, CC(C)OC(=O)CCCCCOc1cc2c(cc1N)nc(-c1ccccc1)n2-c1ccccc1, [Cl-].